This data is from the Open Reaction Database (ORD), a public repository of structured organic reaction records. The task is: describe an organic reaction: reactants, conditions, products, and yield The reactants are C(=O)[O-].[NH4+] (ammonium formate), N1(CCOCC1)C=1C=C2C(=CN1)NC=C2 (5-morpholin-4-yl-1H-pyrrolo[2,3-c]pyridine), C(C)(C)(C)OC(=O)N1CCC(CC1)=O (4-oxo-piperidine-1-carboxylic acid tert-butyl ester), [OH-].[K+] (potassium hydroxide). Reagents/catalysts: [Pd] (Pd—C). Run in CO.C(Cl)Cl (MeOH CH2Cl2), CO.C(Cl)Cl (MeOH CH2Cl2), CO (MeOH). Reaction conditions: temperature 65 celsius, time 12 hour. Product: C(C)(C)(C)OC(=O)N1CCC(CC1)C1=CNC2=CN=C(C=C21)N2CCOCC2 (4-(5-Morpholin-4-yl-1H-pyrrolo[2,3-c]pyridin-3-yl)-piperidine-1-carboxylic acid tert-butyl ester). RXN SMILES: [N:1]1([C:7]2[CH:8]=[C:9]3[CH:15]=[CH:14][NH:13][C:10]3=[CH:11][N:12]=2)[CH2:6][CH2:5][O:4][CH2:3][CH2:2]1.[C:16]([O:20][C:21]([N:23]1[CH2:28][CH2:27][C:26](=O)[CH2:25][CH2:24]1)=[O:22])([CH3:19])([CH3:18])[CH3:17].[OH-].[K+].C([O-])=O.[NH4+]>CO.[Pd].CO.C(Cl)Cl>[C:16]([O:20][C:21]([N:23]1[CH2:28][CH2:27][CH:26]([C:15]2[C:9]3[C:10](=[CH:11][N:12]=[C:7]([N:1]4[CH2:2][CH2:3][O:4][CH2:5][CH2:6]4)[CH:8]=3)[NH:13][CH:14]=2)[CH2:25][CH2:24]1)=[O:22])([CH3:19])([CH3:17])[CH3:18] |f:2.3,4.5,8.9|. Procedure details: A solution of 200 mg (1.0 mmol) of 5-morpholin-4-yl-1H-pyrrolo[2,3-c]pyridine and 398 mg (2.0 mmol, 2 eq) of 4-oxo-piperidine-1-carboxylic acid tert-butyl ester in 5 mL of MeOH was treated with 224 mg (4.0 mmol, 4 eq) of potassium hydroxide. The reaction mixture was stirred at 65° C. for 12 h and volatiles were removed. The crude product was partitioned between CH2Cl2 (100 mL) and 20 mL of H2O. The organic layer was washed with H2O (2×20 mL), dried over Na2SO4 and concentrated. The yellow powder... Starting materials: O=C(c1ccc(O)cc1)c1ccc(Br)cc1F, C1CCOC1, O=C1CCCCC1, [Zn]. The product is Oc1ccc(C(=C2CCCCC2)c2ccc(Br)cc2F)cc1. RXN SMILES: [Br:1][c:2]1[cH:3][c:4]([F:17])[c:5]([C:8](=[O:9])[c:10]2[cH:11][cH:12][c:13]([OH:16])[cH:14][cH:15]2)[cH:6][cH:7]1.[CH2:25]1[O:26][CH2:27][CH2:28][CH2:29]1.[O:18]=[C:19]1[CH2:20][CH2:21][CH2:22][CH2:23][CH2:24]1.[Zn:30]>>[Br:1][c:2]1[cH:3][c:4]([F:17])[c:5]([C:8]([c:10]2[cH:11][cH:12][c:13]([OH:16])[cH:14][cH:15]2)=[C:19]2[CH2:20][CH2:21][CH2:22][CH2:23][CH2:24]2)[cH:6][cH:7]1. Reactants: C[Si](C)(C)[N-][Si](C)(C)C, COc1cc2c(Cl)ncnc2cc1OCCCN1CCN(C)CC1=O, COCCC#Cc1cc(Cl)c(N)c2c1OCO2, [Na+], CN(C)C=O. Product: COCCC#Cc1cc(Cl)c(Nc2ncnc3cc(OCCCN4CCN(C)CC4=O)c(OC)cc23)c2c1OCO2. As a reaction SMILES: [CH3:43][Si:44]([N-:45][Si:46]([CH3:47])([CH3:48])[CH3:49])([CH3:50])[CH3:51].[Cl:1][c:2]1[n:3][cH:4][n:5][c:6]2[cH:7][c:8]([O:14][CH2:15][CH2:16][CH2:17][N:18]3[C:19](=[O:25])[CH2:20][N:21]([CH3:24])[CH2:22][CH2:23]3)[c:9]([O:12][CH3:13])[cH:10][c:11]12.[Cl:26][c:27]1[c:28]([NH2:42])[c:29]2[c:30]([c:34]([C:36]#[C:37][CH2:38][CH2:39][O:40][CH3:41])[cH:35]1)[O:31][CH2:32][O:33]2.[Na+:52].[O:53]=[CH:54][N:55]([CH3:56])[CH3:57]>>[c:2]1([NH:42][c:28]2[c:27]([Cl:26])[cH:35][c:34]([C:36]#[C:37][CH2:38][CH2:39][O:40][CH3:41])[c:30]3[c:29]2[O:33][CH2:32][O:31]3)[n:3][cH:4][n:5][c:6]2[cH:7][c:8]([O:14][CH2:15][CH2:16][CH2:17][N:18]3[C:19](=[O:25])[CH2:20][N:21]([CH3:24])[CH2:22][CH2:23]3)[c:9]([O:12][CH3:13])[cH:10][c:11]12. Starting materials: COc1ccc(C(CC(N)=O)N2C(=O)c3ccccc3C2=O)cc1OC, CN1CCOCC1, CN(C)C=O, O=S(Cl)Cl. Product: COc1ccc(C(CC#N)N2C(=O)c3ccccc3C2=O)cc1OC. As a reaction SMILES: [C:1]1(=[O:26])[c:2]2[c:3]([cH:22][cH:23][cH:24][cH:25]2)[C:4](=[O:21])[N:5]1[CH:6]([CH2:7][C:8](=[O:9])[NH2:10])[c:11]1[cH:12][c:13]([O:19][CH3:20])[c:14]([O:17][CH3:18])[cH:15][cH:16]1.[CH3:27][N:28]1[CH2:29][CH2:30][O:31][CH2:32][CH2:33]1.[CH3:38][N:39]([CH3:40])[CH:41]=[O:42].[S:34]([Cl:35])([Cl:36])=[O:37]>>[C:1]1(=[O:26])[c:2]2[c:3]([cH:22][cH:23][cH:24][cH:25]2)[C:4](=[O:21])[N:5]1[CH:6]([CH2:7][C:8]#[N:10])[c:11]1[cH:12][c:13]([O:19][CH3:20])[c:14]([O:17][CH3:18])[cH:15][cH:16]1. The reactants are C[N+]1([O-])CCOCC1, CCC[N+](CCC)(CCC)CCC, ClCCl, O=C1COc2c(F)cc(CO)cc2N1, O=[Ru](=O)(=O)[O-]. Yields the product O=Cc1cc(F)c2c(c1)NC(=O)CO2. RXN SMILES: [CH3:15][N+:16]1([O-:17])[CH2:18][CH2:19][O:20][CH2:21][CH2:22]1.[CH3:26][CH2:27][CH2:28][N+:29]([CH2:30][CH2:31][CH3:32])([CH2:33][CH2:34][CH3:35])[CH2:36][CH2:37][CH3:38].[Cl:23][CH2:24][Cl:25].[F:1][c:2]1[cH:3][c:4]([CH2:13][OH:14])[cH:5][c:6]2[c:11]1[O:10][CH2:9][C:8](=[O:12])[NH:7]2.[O:39]=[Ru:40](=[O:41])([O-:42])=[O:43]>>[F:1][c:2]1[cH:3][c:4]([CH:13]=[O:14])[cH:5][c:6]2[c:11]1[O:10][CH2:9][C:8](=[O:12])[NH:7]2.